Dataset: the Open Reaction Database (ORD), a public repository of structured organic reaction records. Task: describe an organic reaction: reactants, conditions, products, and yield Reactants: Cl (hydrogen chloride), C(C)(C)(C)OC(=O)N(C(=O)OC(C)(C)C)CCCCCCCOC1=CC(=C(C=C1)OCC1=CC=CC=C1)[C@H](CCN(C(C)C)C(C)C)C1=CC=CC=C1 (Di-tert-butyl(7-{4-(benzyloxy)-3-[(1R)-3-(diisopropylamino)-1-phenylpropyl]phenoxy}heptyl)imidodicarbonate), C(C)O (ethanol). Run in ClCCl (dichloromethane). Product: Cl.Cl.C(C1=CC=CC=C1)OC1=C(C=C(OCCCCCCCN)C=C1)[C@H](CCN(C(C)C)C(C)C)C1=CC=CC=C1 (7-{4-(benzyloxy)-3-[(1R)-3-(diisopropylamino)-1-phenylpropyl]phenoxy}heptan-1-amine bis hydrochloride salt). RXN SMILES: C(OC([N:8]([CH2:16][CH2:17][CH2:18][CH2:19][CH2:20][CH2:21][CH2:22][O:23][C:24]1[CH:29]=[CH:28][C:27]([O:30][CH2:31][C:32]2[CH:37]=[CH:36][CH:35]=[CH:34][CH:33]=2)=[C:26]([C@@H:38]([C:48]2[CH:53]=[CH:52][CH:51]=[CH:50][CH:49]=2)[CH2:39][CH2:40][N:41]([CH:45]([CH3:47])[CH3:46])[CH:42]([CH3:44])[CH3:43])[CH:25]=1)C(OC(C)(C)C)=O)=O)(C)(C)C.[ClH:54].C(O)C>ClCCl>[ClH:54].[ClH:54].[CH2:31]([O:30][C:27]1[CH:28]=[CH:29][C:24]([O:23][CH2:22][CH2:21][CH2:20][CH2:19][CH2:18][CH2:17][CH2:16][NH2:8])=[CH:25][C:26]=1[C@@H:38]([C:48]1[CH:49]=[CH:50][CH:51]=[CH:52][CH:53]=1)[CH2:39][CH2:40][N:41]([CH:45]([CH3:46])[CH3:47])[CH:42]([CH3:44])[CH3:43])[C:32]1[CH:33]=[CH:34][CH:35]=[CH:36][CH:37]=1 |f:4.5.6|. Reported procedure: Di-tert-butyl(7-{4-(benzyloxy)-3-[(1R)-3-(diisopropylamino)-1-phenylpropyl]phenoxy}heptyl)imidodicarbonate (Preparation 17, 220 mg, 0.30 mmol) was dissolved in dichloromethane (6 ml) then hydrogen chloride (2M solution in diethyl ether, 6 ml, 12 mmol) was added and after 30 minutes, ethanol (1 ml) was added and left over night. The solvent was removed in vacuo to furnish the title compound as a pale brown foam, 190 mg. Reactants: OC[C@@H]1C([C@H]1C(=O)O)(C)C (trans-3-hydroxymethyl-2,2-dimethylcyclopropanecarboxylic acid), solution, CC1(C2COC(C12)=O)C (6,6-dimethyl-3-oxabicyclo[3.1.0]hexan-2-one), 1R. Run in C1(=CC=CC=C1)C (toluene). Product: CC1([C@H]2COC([C@@H]12)=O)C ((1R, 5S)-6,6-dimethyl-3-oxabicyclo[3.1.0]hexan-2-one). Reaction SMILES: [CH3:1][C:2]1([CH3:9])[CH:7]2[CH:3]1[CH2:4][O:5][C:6]2=[O:8].OC[C@H]1[C@H](C(O)=O)C1(C)C>C1(C)C=CC=CC=1>[CH3:1][C:2]1([CH3:9])[C@H:7]2[C@@H:3]1[CH2:4][O:5][C:6]2=[O:8]. Reported procedure: 1.46 g of a solution containing 1.20 g of 6,6-dimethyl-3-oxabicyclo[3.1.0]hexan-2-one (9.49 mmol, yield based on ethyl cis-3-acetoxymethyl-2,2-dimethylcyclopropanecarboxylate: 99.4%, (1R, 5S)-body had an optical purity of 92.8% ee) was obtained in the same manner as in Example 7 excepting that pH was 1 in extracting 6,6-dimethyl-3-oxabicyclo[3.1.0]hexan-2-one with toluene in Example 2. In this toluene solution, 0.062 g (0.43 mmol) of trans-3-hydroxymethyl-2,2-dimethylcyclopropanecarboxylic acid ... The reactants are C(C1=CC=CC=C1)N1C(OC2=C1C=CC(=C2)C(C(C)C(C(=O)OCC)C(=O)OCC)=O)=O (diethyl 2-[2-(3-benzyl-2-oxo-2,3-dihydro-benzoxazol-6-yl)-1-methyl-2-oxo-ethyl]-malonate), Cl (hydrochloric acid), [OH-].[Na+] (sodium hydroxide), [OH-].[Na+] (sodium hydroxide). The solvent is C(C)O (ethanol). Conditions: time 8 hour. Yields the product C(C1=CC=CC=C1)NC1=C(C=C(C=C1)C(C(C)C(C(=O)O)C(=O)O)=O)O (2-[2-(4-benzylamino-3-hydroxy-phenyl)-1-methyl-2-oxo-ethyl]-malonic acid). RXN SMILES: [CH2:1]([N:8]1[C:12]2[CH:13]=[CH:14][C:15]([C:17](=[O:31])[CH:18]([CH:20]([C:26]([O:28]CC)=[O:27])[C:21]([O:23]CC)=[O:22])[CH3:19])=[CH:16][C:11]=2[O:10]C1=O)[C:2]1[CH:7]=[CH:6][CH:5]=[CH:4][CH:3]=1.[OH-].[Na+].Cl>C(O)C>[CH2:1]([NH:8][C:12]1[CH:13]=[CH:14][C:15]([C:17](=[O:31])[CH:18]([CH:20]([C:26]([OH:28])=[O:27])[C:21]([OH:23])=[O:22])[CH3:19])=[CH:16][C:11]=1[OH:10])[C:2]1[CH:3]=[CH:4][CH:5]=[CH:6][CH:7]=1 |f:1.2|. Procedure: 5 g (11.4 mmol) diethyl 2-[2-(3-benzyl-2-oxo-2,3-dihydro-benzoxazol-6-yl)-1-methyl-2-oxo-ethyl]-malonate are combined with 50 ml of ethanol, then 28 ml 1N sodium hydroxide solution are added and the mixture is stirred overnight at RT. The next day another 28 ml of 1N sodium hydroxide solution are added and the mixture is refluxed for 6 h. After cooling to RT 50 ml 1N hydrochloric acid are added and the mixture is extracted with DCM. The phases are separated using a phase transfer cartridge. The ... Reagents/catalysts: C(C)(=O)[O-].[Pd+2].C(C)(=O)[O-] (palladium (II) acetate). Yield: 36.3%. Product: C(C)(C)(C)OC(C=CC=1C=NC=NC1)=O (3-pyrimidin-5-yl-acrylic acid tert.-butyl ester). Run at temperature 80 celsius. Procedure details: 4.25 g 5-bromopyrimidine, 8.83 g tert.-butyl acrylate, 900 mg palladium (II) acetate, 1.79 g triphenylphosphane and 351 mg triethylamine were charged to a closed glass vial and heated with stirring to 80° C. over night. The mixture was evaporated under vacuum, the residue dissolved in ethyl acetate and filtered over a pad of silica. The filtrate was evaporated to yield 2.0 g of crude 3-pyrimidin-5-yl-acrylic acid tert.-butyl ester. The solvent is C(C)N(CC)CC (triethylamine). Reaction SMILES: Br[C:2]1[CH:3]=[N:4][CH:5]=[N:6][CH:7]=1.[C:8]([O:12][C:13]([CH3:16])([CH3:15])[CH3:14])(=[O:11])[CH:9]=[CH2:10].C1(P(C2C=CC=CC=2)C2C=CC=CC=2)C=CC=CC=1>C([O-])(=O)C.[Pd+2].C([O-])(=O)C.C(N(CC)CC)C>[C:13]([O:12][C:8](=[O:11])[CH:9]=[CH:10][C:2]1[CH:3]=[N:4][CH:5]=[N:6][CH:7]=1)([CH3:16])([CH3:15])[CH3:14] |f:3.4.5|. The reactants are BrC=1C=NC=NC1 (5-bromopyrimidine), C(C=C)(=O)OC(C)(C)C (tert.-butyl acrylate), C1(=CC=CC=C1)P(C1=CC=CC=C1)C1=CC=CC=C1 (triphenylphosphane). Reactants: O=Cc1ccc(Br)c(F)c1, Cc1ccccc1, O, OCCCO, Cc1ccc(S(=O)(=O)O)cc1. Yields the product Fc1cc(C2OCCCO2)ccc1Br. Reaction SMILES: [Br:1][c:2]1[c:3]([F:10])[cH:4][c:5]([CH:6]=[O:7])[cH:8][cH:9]1.[CH3:28][c:29]1[cH:30][cH:31][cH:32][cH:33][cH:34]1.[OH2:16].[OH:11][CH2:12][CH2:13][CH2:14][OH:15].[c:17]1([CH3:18])[cH:19][cH:20][c:21]([S:22]([OH:23])(=[O:24])=[O:25])[cH:26][cH:27]1>>[Br:1][c:2]1[c:3]([F:10])[cH:4][c:5]([CH:6]2[O:7][CH2:14][CH2:13][CH2:12][O:11]2)[cH:8][cH:9]1.